From a dataset of the Open Reaction Database (ORD), a public repository of structured organic reaction records. describe an organic reaction: reactants, conditions, products, and yield The reactants are C(CC1=CC=CC=C1)NS(=O)(=O)N1C2(CC2)CN(CC1)C=1C2=C(N=CN1)NC=C2 (7-(7H-Pyrrolo[2,3-d]pyrimidin-4-yl)-4,7-diaza-spiro[2.5]octane-4-sulfonic acid phenethyl-amide), C(CC1=CC=CC=C1)NS(=O)(=O)N1C2(CC2)CN(CC1)C=1C2=C(N=CN1)NC=C2 (7-(7H-Pyrrolo[2,3-d]pyrimidin-4-yl)-4,7-diaza-spiro[2.5]octane-4-sulfonic acid phenethyl-amide), C(=O)([O-])[O-].[Cs+].[Cs+] (Cs2CO3), BrCCCC1=CC=CC=C1 ((3-bromo-propyl)-benzene). Run in CN(C)C=O (DMF). Run at time 2 hour. Product: C(CC1=CC=CC=C1)N(S(=O)(=O)N1C2(CC2)CN(CC1)C=1C2=C(N=CN1)NC=C2)CCCC2=CC=CC=C2 (7-(7H-Pyrrolo[2,3-d]pyrimidin-4-yl)-4,7-diaza-spiro[2.5]octane-4-sulfonic acid phenethyl-(3-phenyl-propyl)-amide). Reaction SMILES: [CH2:1]([NH:9][S:10]([N:13]1[CH2:20][CH2:19][N:18]([C:21]2[C:22]3[CH:29]=[CH:28][NH:27][C:23]=3[N:24]=[CH:25][N:26]=2)[CH2:17][C:14]21[CH2:16][CH2:15]2)(=[O:12])=[O:11])[CH2:2][C:3]1[CH:8]=[CH:7][CH:6]=[CH:5][CH:4]=1.C([O-])([O-])=O.[Cs+].[Cs+].Br[CH2:37][CH2:38][CH2:39][C:40]1[CH:45]=[CH:44][CH:43]=[CH:42][CH:41]=1>CN(C=O)C>[CH2:1]([N:9]([CH2:37][CH2:38][CH2:39][C:40]1[CH:45]=[CH:44][CH:43]=[CH:42][CH:41]=1)[S:10]([N:13]1[CH2:20][CH2:19][N:18]([C:21]2[C:22]3[CH:29]=[CH:28][NH:27][C:23]=3[N:24]=[CH:25][N:26]=2)[CH2:17][C:14]21[CH2:16][CH2:15]2)(=[O:12])=[O:11])[CH2:2][C:3]1[CH:4]=[CH:5][CH:6]=[CH:7][CH:8]=1 |f:1.2.3|. Procedure details: 7-(7H-Pyrrolo[2,3-d]pyrimidin-4-yl)-4,7-diaza-spiro[2.5]octane-4-sulfonic acid phenethyl-amide (intermediate 5) (0.05 mmol) was dissolved in dry DMF (0.5 mL) and added Cs2CO3 (0.05 mmol) and (3-bromo-propyl)-benzene (0.05 mmol). Stirred at rt for 2 h and then filtered through a syringe filter (0.45 μm). The pure compounds were obtained by standard preparative HPLC purification of the reaction mixture. The reactants are C(C)N(C\C=C/C1=C(C=CC(=C1)F)S(=O)(=O)NC1=CC=C2C=3C=CN=NC3COC2=C1C(=O)OC)CC (methyl 7-[2-((Z)-3-diethylaminoprop-1-enyl)-4-fluorobenzenesulfonyl-amino]-10H-9-oxa-1,2-diazaphenanthrene-8-carboxylate), C(C)N(C\C=C/C1=C(C=CC(=C1)F)S(=O)(=O)NC1=CC=C2C=3C=CN=NC3COC2=C1C(=O)OC)CC (methyl 7-[2-((Z)-3-diethylaminoprop-1-enyl)-4-fluorobenzenesulfonyl-amino]-10H-9-oxa-1,2-diazaphenanthrene-8-carboxylate), O.[OH-].[Li+] (lithium hydroxide monohydrate), O1CCOCC1 (dioxan), O (water). Solvent: C(=O)O (formic acid), CC(=O)C (acetone), CO (methanol). Product: C(C)N(C\C=C/C1=C(C=CC(=C1)F)S(=O)(=O)NC1=CC=C2C=3C=CN=NC3COC2=C1C(=O)O)CC (7-[2-((Z)-3-diethylaminoprop-1-enyl)-4-fluorobenzenesulfonylamino]-10H-9-oxa-1,2-diazaphenanthrene-8-carboxylic acid). The yield is 73.4%. As a reaction SMILES: [CH2:1]([N:3]([CH2:36][CH3:37])[CH2:4]/[CH:5]=[CH:6]\[C:7]1[CH:12]=[C:11]([F:13])[CH:10]=[CH:9][C:8]=1[S:14]([NH:17][C:18]1[C:31]([C:32]([O:34]C)=[O:33])=[C:30]2[C:21]([C:22]3[CH:23]=[CH:24][N:25]=[N:26][C:27]=3[CH2:28][O:29]2)=[CH:20][CH:19]=1)(=[O:16])=[O:15])[CH3:2].O.[OH-].[Li+].O1CCOCC1.O>CO.CC(C)=O.C(O)=O>[CH2:36]([N:3]([CH2:1][CH3:2])[CH2:4]/[CH:5]=[CH:6]\[C:7]1[CH:12]=[C:11]([F:13])[CH:10]=[CH:9][C:8]=1[S:14]([NH:17][C:18]1[C:31]([C:32]([OH:34])=[O:33])=[C:30]2[C:21]([C:22]3[CH:23]=[CH:24][N:25]=[N:26][C:27]=3[CH2:28][O:29]2)=[CH:20][CH:19]=1)(=[O:15])=[O:16])[CH3:37] |f:1.2.3|. Procedure: A mixture of methyl 7-[2-((Z)-3-diethylaminoprop-1-enyl)-4-fluorobenzenesulfonyl-amino]-10H-9-oxa-1,2-diazaphenanthrene-8-carboxylate (Intermediate 1, 0.249 g), lithium hydroxide monohydrate (0.474 g), dioxan (9 mL) and water (2.25 mL) was irradiated in the microwave at 135° C. for 45 minutes. The resulting solution was diluted with methanol, acidified with formic acid and evaporated in vacuo. The residue was dissolved in ethanol and toluene and evaporated in vacuo. The residue was triturated wi... The reactants are CCCC(=O)Cl, CN(C)c1ccncc1, CCCCc1nn(-c2cc(N)ccc2Cl)c(=O)n1Cc1ccc(-c2ccccc2S(=O)(=O)NC(=O)c2ccccc2Cl)cc1, c1ccncc1. Reaction SMILES: [C:45]([CH2:46][CH2:47][CH3:48])(=[O:49])[Cl:50].[CH3:51][N:52]([CH3:53])[c:54]1[cH:55][cH:56][n:57][cH:58][cH:59]1.[NH2:1][c:2]1[cH:3][cH:4][c:5]([Cl:44])[c:6](-[n:8]2[n:9][c:10]([CH2:40][CH2:41][CH2:42][CH3:43])[n:11]([CH2:14][c:15]3[cH:16][cH:17][c:18](-[c:21]4[c:22]([S:27]([NH:28][C:29]([c:30]5[c:31]([Cl:36])[cH:32][cH:33][cH:34][cH:35]5)=[O:37])(=[O:38])=[O:39])[cH:23][cH:24][cH:25][cH:26]4)[cH:19][cH:20]3)[c:12]2=[O:13])[cH:7]1.[cH:60]1[cH:61][cH:62][n:63][cH:64][cH:65]1>>[NH:1]([c:2]1[cH:3][cH:4][c:5]([Cl:44])[c:6](-[n:8]2[n:9][c:10]([CH2:40][CH2:41][CH2:42][CH3:43])[n:11]([CH2:14][c:15]3[cH:16][cH:17][c:18](-[c:21]4[c:22]([S:27]([NH:28][C:29]([c:30]5[c:31]([Cl:36])[cH:32][cH:33][cH:34][cH:35]5)=[O:37])(=[O:38])=[O:39])[cH:23][cH:24][cH:25][cH:26]4)[cH:19][cH:20]3)[c:12]2=[O:13])[cH:7]1)[C:45]([CH2:46][CH2:47][CH3:48])=[O:49]. The product is CCCCc1nn(-c2cc(NC(=O)CCC)ccc2Cl)c(=O)n1Cc1ccc(-c2ccccc2S(=O)(=O)NC(=O)c2ccccc2Cl)cc1. Reactants: CCOC(=O)CC(O)CI, CCOC(=O)CC1CO1, C#CCN, COC(=O)CC(O)COS(=O)(=O)c1ccc(C)cc1, O=C(O)CC(O)C(=O)O. Product: C#CCN1CC(O)CC1=O. RXN SMILES: [CH2:20]([O:21][C:22](=[O:23])[CH2:24][CH:25]([OH:26])[CH2:27][I:28])[CH3:29].[CH2:30]([O:31][C:32](=[O:33])[CH2:34][CH:35]1[CH2:36][O:37]1)[CH3:38].[CH2:48]([C:49]#[CH:50])[NH2:51].[CH3:1][O:2][C:3]([CH2:4][CH:5]([CH2:6][O:7][S:8]([c:9]1[cH:10][cH:11][c:12]([CH3:13])[cH:14][cH:15]1)(=[O:16])=[O:17])[OH:18])=[O:19].[OH:39][CH:40]([C:41](=[O:42])[OH:43])[CH2:44][C:45](=[O:46])[OH:47]>>[C:3]1(=[O:19])[CH2:4][CH:5]([OH:18])[CH2:6][N:51]1[CH2:48][C:49]#[CH:50]. Reaction SMILES: [NH2:1][CH2:2][CH2:3][NH:4][C@H:5]1[CH2:10][CH2:9][C@H:8]([CH2:11][C:12]([NH:14][C@H:15]2[CH2:20][C:19]3[CH:21]=[CH:22][CH:23]=[C:24]([C:25]([OH:27])=[O:26])[C:18]=3[O:17][B:16]2[OH:28])=[O:13])[CH2:7][CH2:6]1.C(O)(=O)C.[Si:33]([O:40][CH2:41][CH:42]=O)([C:36]([CH3:39])([CH3:38])[CH3:37])([CH3:35])[CH3:34].C(O[BH-](OC(=O)C)OC(=O)C)(=O)C.[Na+]>CO>[Si:33]([O:40][CH2:41][CH2:42][NH:1][CH2:2][CH2:3][NH:4][C@H:5]1[CH2:10][CH2:9][C@H:8]([CH2:11][C:12]([NH:14][C@H:15]2[CH2:20][C:19]3[CH:21]=[CH:22][CH:23]=[C:24]([C:25]([OH:27])=[O:26])[C:18]=3[O:17][B:16]2[OH:28])=[O:13])[CH2:7][CH2:6]1)([C:36]([CH3:39])([CH3:38])[CH3:37])([CH3:35])[CH3:34] |f:3.4|. Run at time 8 hour. Run in CO (MeOH). Procedure details: To (R)-3-(2-(trans-4-(2-aminoethylamino)cyclohexyl)acetamido)-2-hydroxy-3,4-dihydro-2H-benzo[e][1,2]oxaborinine-8-carboxylic acid from Example 15 (92 mg) in MeOH (2 mL) was added TEA (70 μL), acetic acid (30 μL), 2-(tert-butyldimethylsilyloxy)acetaldehyde (35 mg) and sodium triacetoxyborohydride (212 mg). The reaction mixture was stirred overnight at RT. Solvent was removed under reduced pressure and the product was carried on to next step without further purification. Product: [Si](C)(C)(C(C)(C)C)OCCNCCN[C@@H]1CC[C@H](CC1)CC(=O)N[C@@H]1B(OC2=C(C1)C=CC=C2C(=O)O)O ((R)-3-(2-(trans-4-(2-(2-(tert-butyldimethylsilyloxy)ethylamino)ethylamino)cyclohexyl)acetamido)-2-hydroxy-3,4-dihydro-2H-benzo[e][1,2]oxaborinine-8-carboxylic acid). Reactants: NCCN[C@@H]1CC[C@H](CC1)CC(=O)N[C@@H]1B(OC2=C(C1)C=CC=C2C(=O)O)O ((R)-3-(2-(trans-4-(2-aminoethylamino)cyclohexyl)acetamido)-2-hydroxy-3,4-dihydro-2H-benzo[e][1,2]oxaborinine-8-carboxylic acid), TEA, C(C)(=O)O (acetic acid), [Si](C)(C)(C(C)(C)C)OCC=O (2-(tert-butyldimethylsilyloxy)acetaldehyde), C(C)(=O)O[BH-](OC(C)=O)OC(C)=O.[Na+] (sodium triacetoxyborohydride). Reactants: C(C)(=O)OC(C)=O (acetic anhydride), C(C1=CC=CC=C1)(=O)N[C@@H](CCSC)C(=O)O (N-benzoylmethionine). Conditions: temperature 100 celsius, time 17 hour. Yields the product C(C1=CC=CC=C1)(=O)NC1(C(OCOC1)=O)CCSC (5-benzoylamino-5-methylthioethyl-4-oxo-1,3-dioxane). Reaction SMILES: [C:1]([O:4][C:5](=O)C)(=O)C.[C:8]([NH:16][C@H:17]([C:22]([OH:24])=[O:23])[CH2:18][CH2:19][S:20][CH3:21])(=[O:15])[C:9]1[CH:14]=[CH:13][CH:12]=[CH:11][CH:10]=1>>[C:8]([NH:16][C:17]1([CH2:18][CH2:19][S:20][CH3:21])[CH2:5][O:4][CH2:1][O:23][C:22]1=[O:24])(=[O:15])[C:9]1[CH:10]=[CH:11][CH:12]=[CH:13][CH:14]=1. Procedure: In accordance with the literature (J. Peptide Sci., 2001, 7, 619-625), 10 g of DL-methionine was added to 20 ml of water and 11.5 ml of 6 N NaOH, and dissolved therein. While keeping pH at 10.5 to 11.5, 8.6 ml of benzoyl chloride was added thereto, and the mixture was stirred at room temperature for two hours. The resulting reaction mixture was filtrated and then washed with diethyl ether. Concentrated hydrochloric acid was gradually added to adjust the pH to 1 to precipitate a crystal. The crys...